From a dataset of the Open Reaction Database (ORD), a public repository of structured organic reaction records. describe an organic reaction: reactants, conditions, products, and yield Reaction SMILES: [C:1](#[N:2])[c:3]1[c:4]([NH:19][C:20]([CH:21]=[CH:22][c:23]2[cH:24][cH:25][cH:26][cH:27][cH:28]2)=[O:29])[s:5][c:6]2[c:11]1[CH2:10][CH2:9][N:8]([C:12]([CH2:13][O:14][C:15](=[O:16])[CH3:17])=[O:18])[CH2:7]2.[CH3:32][OH:33].[Na+:31].[OH-:30]>>[C:1](#[N:2])[c:3]1[c:4]([NH:19][C:20]([CH:21]=[CH:22][c:23]2[cH:24][cH:25][cH:26][cH:27][cH:28]2)=[O:29])[s:5][c:6]2[c:11]1[CH2:10][CH2:9][N:8]([C:12]([CH2:13][OH:14])=[O:18])[CH2:7]2. The product is N#Cc1c(NC(=O)C=Cc2ccccc2)sc2c1CCN(C(=O)CO)C2. Reactants: CC(=O)OCC(=O)N1CCc2c(sc(NC(=O)C=Cc3ccccc3)c2C#N)C1, CO, [Na+], [OH-]. Starting materials: O=S(=O)(Cl)c1ccc(Cl)cc1, COc1cc(N)c(C(=O)O)cc1OC, [Na+], [Na+], O=C([O-])[O-], O. Product: COc1cc(NS(=O)(=O)c2ccc(Cl)cc2)c(C(=O)O)cc1OC. RXN SMILES: [Cl:21][c:22]1[cH:23][cH:24][c:25]([S:28](=[O:29])(=[O:30])[Cl:31])[cH:26][cH:27]1.[NH2:7][c:8]1[c:9]([C:10](=[O:11])[OH:12])[cH:13][c:14]([O:19][CH3:20])[c:15]([O:17][CH3:18])[cH:16]1.[Na+:1].[Na+:2].[O-:3][C:4](=[O:5])[O-:6].[OH2:32]>>[NH:7]([c:8]1[c:9]([C:10](=[O:11])[OH:12])[cH:13][c:14]([O:19][CH3:20])[c:15]([O:17][CH3:18])[cH:16]1)[S:28]([c:25]1[cH:24][cH:23][c:22]([Cl:21])[cH:27][cH:26]1)(=[O:29])=[O:30].